Dataset: the Open Reaction Database (ORD), a public repository of structured organic reaction records. Task: describe an organic reaction: reactants, conditions, products, and yield The reactants are CCCCCC, CCO, CCN1CCN(C(=O)c2cc([N+](=O)[O-])cc(C(F)(F)F)c2)CC1. The product is CCN1CCN(C(=O)c2cc(N)cc(C(F)(F)F)c2)CC1. As a reaction SMILES: [CH3:24][CH2:25][CH2:26][CH2:27][CH2:28][CH3:29].[CH3:30][CH2:31][OH:32].[N+:1]([O-:2])(=[O:3])[c:4]1[cH:5][c:6]([C:14](=[O:15])[N:16]2[CH2:17][CH2:18][N:19]([CH2:22][CH3:23])[CH2:20][CH2:21]2)[cH:7][c:8]([C:10]([F:11])([F:12])[F:13])[cH:9]1>>[NH2:1][c:4]1[cH:5][c:6]([C:14](=[O:15])[N:16]2[CH2:17][CH2:18][N:19]([CH2:22][CH3:23])[CH2:20][CH2:21]2)[cH:7][c:8]([C:10]([F:11])([F:12])[F:13])[cH:9]1. The reactants are BrC1=CC(=C(C=O)C(=C1)OC)F (4-bromo-2-fluoro-6-methoxy-benzaldehyde), Cl(=O)[O-].[Na+] (sodium chlorite), O.O.P(=O)([O-])(O)O.[Na+] (monosodium phosphate dihydrate), CC(C)=CC (2-methyl-2-butene). Solvent: C(C)(C)(C)O (tert-butanol), O (water). Reaction conditions: time 2 hour. The product is BrC1=CC(=C(C(=O)O)C(=C1)OC)F (4-bromo-2-fluoro-6-methoxy-benzoic acid). Isolated yield 68.5%. As a reaction SMILES: [Br:1][C:2]1[CH:9]=[C:8]([O:10][CH3:11])[C:5]([CH:6]=[O:7])=[C:4]([F:12])[CH:3]=1.Cl([O-])=[O:14].[Na+].O.O.P(O)(O)([O-])=O.[Na+].CC(=CC)C>C(O)(C)(C)C.O>[Br:1][C:2]1[CH:9]=[C:8]([O:10][CH3:11])[C:5]([C:6]([OH:14])=[O:7])=[C:4]([F:12])[CH:3]=1 |f:1.2,3.4.5.6|. Procedure: To a solution of 4-bromo-2-fluoro-6-methoxy-benzaldehyde (3.4 g, 14.6 mmol) in tert-butanol (70 ml) and water (35 ml), sodium chlorite (2.64 g, 29.2 mmol), monosodium phosphate dihydrate (11.4 g, 72.9 mmol) and 2-methyl-2-butene (12.4 ml, 116.7 mmol) are added successively at room temperature and the mixture is stirred for 2 h. After completion of the reaction (monitored by TLC), the mixture is concentrated under reduced pressure and the residue is diluted with ice water (50 ml) and acidified to... Starting materials: ClC1=CC2=C(C(C=C1)=O)C=1N(C(=C(C1CC2)C(=O)OCC)CC(=O)OCC)C (Ethyl 1,4,5,10-tetrahydro-7-chloro-3-ethoxycarbonyl-1-methyl-10-oxo-benzocyclohepta[1,2-b]-pyrrole-2-acetate), C(C)O (ethanol), [OH-].[Na+] (sodium hydroxide), Cl (HCl). Solvent: ice water. Reaction conditions: time 1 hour. Yields the product ClC1=CC2=C(C(C=C1)=O)C=1N(C(=C(C1C(C2)=C=O)O)CC(=O)O)C (1,4,5,10-tetrahydro-7-chloro-3-hydroxy-carbonyl-1-methyl-10-oxobenzocyclohepta[1,2-b]pyrrole-2-acetic acid). Yield: 75.0%. As a reaction SMILES: [Cl:1][C:2]1[CH:8]=[CH:7][C:6](=[O:9])[C:5]2[C:10]3[N:11]([CH3:28])[C:12]([CH2:22][C:23]([O:25]CC)=[O:24])=[C:13](C(OCC)=O)[C:14]=3[CH2:15][CH2:16][C:4]=2[CH:3]=1.[OH-:29].[Na+].Cl.[CH2:32]([OH:34])C>>[Cl:1][C:2]1[CH:8]=[CH:7][C:6](=[O:9])[C:5]2[C:10]3[N:11]([CH3:28])[C:12]([CH2:22][C:23]([OH:25])=[O:24])=[C:13]([OH:29])[C:14]=3[C:15](=[C:32]=[O:34])[CH2:16][C:4]=2[CH:3]=1 |f:1.2|. Reported procedure: Ethyl 1,4,5,10-tetrahydro-7-chloro-3-ethoxycarbonyl-1-methyl-10-oxo-benzocyclohepta[1,2-b]-pyrrole-2-acetate (7.87 g, 19.5 mmol) is suspended in ethanol (20 ml) and is heated at reflux. To the resulting mixture is added 2.5 N aqueous sodium hydroxide (20 ml, 50 mmol). The reaction is heated at reflux with stirring for 1 hour after it becomes homogeneous. The solution is cooled and diluted with ice water (150 ml), then acidified to pH 2 with 6 N aqueous HCl. The resulting precipitate is filtered ... Reactants: COC([C@H]([C@H](O)C1=C(C=C(C=C1C)OCC1=CC=CC=C1)C)OCC)=O ((2S,3R)-3-(4-benzyloxy-2,6-dimethyl-phenyl)-2-ethoxy-3-hydroxy-propionic acid methyl ester), C(C)[SiH](CC)CC (triethylsilane). Run in FC(C(=O)O)(F)F (trifluoroacetic acid). Yields the product COC([C@H](CC1=C(C=C(C=C1C)OCC1=CC=CC=C1)C)OCC)=O ((2S)-3-(4-benzyloxy-2,6-dimethyl-phenyl)-2-ethoxy-propionic acid methyl ester). RXN SMILES: [CH3:1][O:2][C:3](=[O:26])[C@@H:4]([O:23][CH2:24][CH3:25])[C@@H:5]([C:7]1[C:12]([CH3:13])=[CH:11][C:10]([O:14][CH2:15][C:16]2[CH:21]=[CH:20][CH:19]=[CH:18][CH:17]=2)=[CH:9][C:8]=1[CH3:22])O.C([SiH](CC)CC)C>FC(F)(F)C(O)=O>[CH3:1][O:2][C:3](=[O:26])[C@@H:4]([O:23][CH2:24][CH3:25])[CH2:5][C:7]1[C:8]([CH3:22])=[CH:9][C:10]([O:14][CH2:15][C:16]2[CH:21]=[CH:20][CH:19]=[CH:18][CH:17]=2)=[CH:11][C:12]=1[CH3:13]. Procedure details: In analogy to the procedure described in example 17 c], (2S,3R)-3-(4-benzyloxy-2,6-dimethyl-phenyl)-2-ethoxy-3-hydroxy-propionic acid methyl ester was treated with triethylsilane in trifluoroacetic acid to yield (2S)-3-(4-benzyloxy-2,6-dimethyl-phenyl)-2-ethoxy-propionic acid methyl ester as colorless liquid.